This data is from the Open Reaction Database (ORD), a public repository of structured organic reaction records. The task is: describe an organic reaction: reactants, conditions, products, and yield Reactants: CC(C)Nc1cc[nH]n1, COc1ccc2c(Cl)cc(Cl)nc2c1, ClCCl. Yields the product COc1ccc2c(Cl)cc(-n3ccc(NC(C)C)n3)nc2c1. As a reaction SMILES: [CH:15]([CH3:16])([CH3:17])[NH:18][c:19]1[n:20][nH:21][cH:22][cH:23]1.[Cl:1][c:2]1[n:3][c:4]2[cH:5][c:6]([O:13][CH3:14])[cH:7][cH:8][c:9]2[c:10]([Cl:12])[cH:11]1.[Cl:24][CH2:25][Cl:26]>>[c:2]1(-[n:21]2[n:20][c:19]([NH:18][CH:15]([CH3:16])[CH3:17])[cH:23][cH:22]2)[n:3][c:4]2[cH:5][c:6]([O:13][CH3:14])[cH:7][cH:8][c:9]2[c:10]([Cl:12])[cH:11]1. Starting materials: C(C=C)(=O)Cl (acryloyl chloride), [Cl-].[Al+3].[Cl-].[Cl-] (aluminium chloride), C1(=CC=CC=C1)C (Toluene). The product is CC1=CC=C(C=C1)C(C=C)=O (4-methyl-1-acryloylbenzene). Reaction SMILES: [C:1](Cl)(=[O:4])[CH:2]=[CH2:3].[Cl-].[Al+3].[Cl-].[Cl-].[C:10]1([CH3:16])[CH:15]=[CH:14][CH:13]=[CH:12][CH:11]=1>>[CH3:16][C:10]1[CH:15]=[CH:14][C:13]([C:1](=[O:4])[CH:2]=[CH2:3])=[CH:12][CH:11]=1 |f:1.2.3.4|. Reported procedure: Toluene (0.3 mL), acryloyl chloride (0.23 g), and aluminium chloride (0.33 g) were treated in the same manner as described in Example 1 to obtain the title compound (90 mg). The reactants are CC(C)(OC(=O)N[C@@H](CC1=CC=CC=C1)C(=O)O)C (N-(1,1-Dimethylethoxycarbonyl)phenylalanine), C1(CCCCC1)N=C=NC1CCCCC1 (dicyclohexylcarbodiimide), FC1=C(C(=C(C(=C1O)F)F)F)F (pentafluorophenol). Run in C(C)(=O)OCC (ethyl acetate), C(C)(=O)OCC (ethyl acetate). Run at temperature 0 celsius, time 2.75 hour. The product is FC1=C(C(=C(C(=C1OC([C@@H](NC(=O)OC(C)(C)C)CC1=CC=CC=C1)=O)F)F)F)F (N-(1,1-dimethylethoxycarbonyl)phenylalanine pentafluorophenyl ester). Isolated yield 99.7%. As a reaction SMILES: [CH3:1][C:2]([CH3:19])([O:4][C:5]([NH:7][C@H:8]([C:16]([OH:18])=[O:17])[CH2:9][C:10]1[CH:15]=[CH:14][CH:13]=[CH:12][CH:11]=1)=[O:6])[CH3:3].C1(N=C=NC2CCCCC2)CCCCC1.[F:35][C:36]1[C:41](O)=[C:40]([F:43])[C:39]([F:44])=[C:38]([F:45])[C:37]=1[F:46]>C(OCC)(=O)C>[F:35][C:36]1[C:41]([O:17][C:16](=[O:18])[C@H:8]([CH2:9][C:10]2[CH:15]=[CH:14][CH:13]=[CH:12][CH:11]=2)[NH:7][C:5]([O:4][C:2]([CH3:19])([CH3:1])[CH3:3])=[O:6])=[C:40]([F:43])[C:39]([F:44])=[C:38]([F:45])[C:37]=1[F:46]. Reported procedure: N-(1,1-Dimethylethoxycarbonyl)phenylalanine (6.36 g, 24 mmol) in ethyl acetate (50 mL) at 0° C. was added to dicyclohexylcarbodiimide (4.95 g, 24 mmol) and pentafluorophenol (4.42 g, 24 mmol) in ethyl acetate (50 mL) at 0° C. The mixture was stirred for 2.75 h at 0° C. The suspension was filtered and the solvent was evaporated under reduced pressure from the filtrate. The residue was dissolved in ethyl acetate. The suspension was filtered and the solvent was evaporated under reduced pressure fro... Reactants: OC=1C=C(C=CC1)C1=CC=C(C=C1)NC(=N)N (N-(3′-hydroxy-biphenyl-4-yl)guanidine), ClC1=NC=CC(=N1)Cl (2,4-dichloropyrimidine), C([O-])([O-])=O.[K+].[K+] (potassium carbonate). The solvent is CN(C)C=O (DMF). Conditions: time 20 hour. Yields the product ClC1=NC=CC(=N1)OC=1C=C(C=CC1)C1=CC=C(C=C1)NC(=N)N (N-[3′-(2-chloro-pyrimidin-4-yloxy)biphenyl-4-yl]-guanidine). As a reaction SMILES: [OH:1][C:2]1[CH:3]=[C:4]([C:8]2[CH:13]=[CH:12][C:11]([NH:14][C:15]([NH2:17])=[NH:16])=[CH:10][CH:9]=2)[CH:5]=[CH:6][CH:7]=1.[Cl:18][C:19]1[N:24]=[C:23](Cl)[CH:22]=[CH:21][N:20]=1.C(=O)([O-])[O-].[K+].[K+]>CN(C=O)C>[Cl:18][C:19]1[N:24]=[C:23]([O:1][C:2]2[CH:3]=[C:4]([C:8]3[CH:13]=[CH:12][C:11]([NH:14][C:15]([NH2:17])=[NH:16])=[CH:10][CH:9]=3)[CH:5]=[CH:6][CH:7]=2)[CH:22]=[CH:21][N:20]=1 |f:2.3.4|. Reported procedure: A mixture of N-(3′-hydroxy-biphenyl-4-yl)guanidine (550 mg), 2,4-dichloropyrimidine (146 mg) and potassium carbonate (196 mg) in DMF (8 ml) is stirred at rt for 20 h. This mixture is purified by preparative HPLC (gradient of water, 0.1% TFA/acetonitrile, 0.1% TFA from 80/20 to 0/100 on Nucleosil 100-10 C18 column). The fractions containing product are basified with 1 N NaOH to pH 8, evaporated and dried under reduced pressure. The residue is stirred in ethanol, the solvent is evaporated and drie... The reactants are CC(=O)O, CC(=O)O[BH-](OC(C)=O)OC(C)=O, COc1cc(N2CCC(=O)CC2)ccc1[N+](=O)[O-], Cc1ccccc1, CC#N, O=C1CNCCN1, [Na+]. Product: COc1cc(N2CCC(N3CCNC(=O)C3)CC2)ccc1[N+](=O)[O-]. As a reaction SMILES: [C:26]([OH:27])(=[O:28])[CH3:29].[C:30]([O:31][BH-:32]([O:33][C:34](=[O:35])[CH3:36])[O:37][C:38](=[O:39])[CH3:40])(=[O:41])[CH3:42].[CH3:1][O:2][c:3]1[cH:4][c:5]([N:12]2[CH2:13][CH2:14][C:15](=[O:18])[CH2:16][CH2:17]2)[cH:6][cH:7][c:8]1[N+:9](=[O:10])[O-:11].[CH3:44][c:45]1[cH:46][cH:47][cH:48][cH:49][cH:50]1.[CH3:51][C:52]#[N:53].[NH:19]1[C:20](=[O:25])[CH2:21][NH:22][CH2:23][CH2:24]1.[Na+:43]>>[CH3:1][O:2][c:3]1[cH:4][c:5]([N:12]2[CH2:13][CH2:14][CH:15]([N:22]3[CH2:21][C:20](=[O:25])[NH:19][CH2:24][CH2:23]3)[CH2:16][CH2:17]2)[cH:6][cH:7][c:8]1[N+:9](=[O:10])[O-:11].